Dataset: the Open Reaction Database (ORD), a public repository of structured organic reaction records. Task: describe an organic reaction: reactants, conditions, products, and yield The reactants are Br, CCC1(c2cccc(OC)c2)CN(C)CC(c2ccccc2)O1, Cl. The product is CCC1(c2cccc(O)c2)CN(C)CC(c2ccccc2)O1. Reaction SMILES: [BrH:25].[CH2:2]([CH3:3])[C:4]1([c:17]2[cH:18][c:19]([O:23][CH3:24])[cH:20][cH:21][cH:22]2)[O:5][CH:6]([c:11]2[cH:12][cH:13][cH:14][cH:15][cH:16]2)[CH2:7][N:8]([CH3:10])[CH2:9]1.[ClH:1]>>[CH2:2]([CH3:3])[C:4]1([c:17]2[cH:18][c:19]([OH:23])[cH:20][cH:21][cH:22]2)[O:5][CH:6]([c:11]2[cH:12][cH:13][cH:14][cH:15][cH:16]2)[CH2:7][N:8]([CH3:10])[CH2:9]1. Reactants: C(C)(C)(C)OC(=O)N[C@@H]1[C@@H](CCCC1)NC1=C(C2=C(C(=N1)Cl)C(N(C2)C(=O)OC(C)(C)C)=O)F (tert-butyl 6-((1R,2S)-2-(tert-butoxycarbonylamino)cyclohexylamino)-4-chloro-7-fluoro-3-oxo-1H-pyrrolo[3,4-c]pyridine-2(3H)-carboxylate), FC1=CC=CC=2SC(=CC21)B(O)O (4-fluorobenzo[b]thiophen-2-ylboronic acid). Reagents/catalysts: C=1C=CC(=CC1)[P](C=2C=CC=CC2)(C=3C=CC=CC3)[Pd]([P](C=4C=CC=CC4)(C=5C=CC=CC5)C=6C=CC=CC6)([P](C=7C=CC=CC7)(C=8C=CC=CC8)C=9C=CC=CC9)[P](C=1C=CC=CC1)(C=1C=CC=CC1)C=1C=CC=CC1 (tetrakis(triphenylphosphine)palladium(0)). Solvent: CCOC(=O)C (EtOAc), C(=O)(O)[O-].[Na+] (NaHCO3), O1CCOCC1 (dioxane), C(=O)(O)[O-].[Na+] (NaHCO3). Product: C(C)(C)(C)OC(=O)N[C@@H]1[C@@H](CCCC1)NC1=C(C2=C(C(=N1)C1=CC3=C(S1)C=CC=C3F)C(N(C2)C(=O)OC(C)(C)C)=O)F (tert-butyl 6-(((1R,2S)-2-((tert-butoxycarbonyl)amino)cyclohexyl)amino)-7-fluoro-4-(4-fluorobenzo[b]thiophen-2-yl)-3-oxo-1H-pyrrolo[3,4-c]pyridine-2(3H)-carboxylate). Reaction SMILES: [C:1]([O:5][C:6]([NH:8][C@H:9]1[CH2:14][CH2:13][CH2:12][CH2:11][C@H:10]1[NH:15][C:16]1[N:21]=[C:20](Cl)[C:19]2[C:23](=[O:33])[N:24]([C:26]([O:28][C:29]([CH3:32])([CH3:31])[CH3:30])=[O:27])[CH2:25][C:18]=2[C:17]=1[F:34])=[O:7])([CH3:4])([CH3:3])[CH3:2].[F:35][C:36]1[C:44]2[CH:43]=[C:42](B(O)O)[S:41][C:40]=2[CH:39]=[CH:38][CH:37]=1>O1CCOCC1.C([O-])(O)=O.[Na+].CCOC(C)=O.C1C=CC([P]([Pd]([P](C2C=CC=CC=2)(C2C=CC=CC=2)C2C=CC=CC=2)([P](C2C=CC=CC=2)(C2C=CC=CC=2)C2C=CC=CC=2)[P](C2C=CC=CC=2)(C2C=CC=CC=2)C2C=CC=CC=2)(C2C=CC=CC=2)C2C=CC=CC=2)=CC=1>[C:1]([O:5][C:6]([NH:8][C@H:9]1[CH2:14][CH2:13][CH2:12][CH2:11][C@H:10]1[NH:15][C:16]1[N:21]=[C:20]([C:42]2[S:41][C:40]3[CH:39]=[CH:38][CH:37]=[C:36]([F:35])[C:44]=3[CH:43]=2)[C:19]2[C:23](=[O:33])[N:24]([C:26]([O:28][C:29]([CH3:32])([CH3:31])[CH3:30])=[O:27])[CH2:25][C:18]=2[C:17]=1[F:34])=[O:7])([CH3:4])([CH3:3])[CH3:2] |f:3.4,^1:68,70,89,108|. Procedure details: A solution of tert-butyl 6-((1R,2S)-2-(tert-butoxycarbonylamino)cyclohexylamino)-4-chloro-7-fluoro-3-oxo-1H-pyrrolo[3,4-c]pyridine-2(3H)-carboxylate (152 mg, 0.305 mmol), 4-fluorobenzo[b]thiophen-2-ylboronic acid (149 mg, 0.762 mmol) and tetrakis(triphenylphosphine)palladium(0) (352 mg, 0.305 mmol) in dioxane and saturated aqueous NaHCO3 (1:1, 5 mL) was heated to 120° C. via microwave irradiation for 30 minutes. The reaction mixture was diluted with EtOAc (50 mL) and saturated aqueous NaHCO3 (10... Reactants: BrC1=CC=C2C(=N1)N(C=C2C)C (6-bromo-1,3-dimethyl-1H-pyrrolo[2,3-b]pyridine), B1(OC(C(O1)(C)C)(C)C)B2OC(C(O2)(C)C)(C)C (bis(pinacolato)diboron), ClCCl (dichloromethane), C(C)(=O)[O-].[K+] (potassium acetate), BrC=1SC2=C(N1)C=C(C(=C2C2=CC=C(C=C2)Cl)[C@@H](C(=O)OCC)OC(C)(C)C)C ((S)-ethyl 2-(2-bromo-7-(4-chlorophenyl)-5-methylbenzo[d]thiazol-6-yl)-2-tert-butoxyacetate), C(=O)([O-])[O-].[K+].[K+] (K2CO3). The reagents and catalysts are C=1C=CC(=CC1)[P](C=2C=CC=CC2)(C=3C=CC=CC3)[Pd]([P](C=4C=CC=CC4)(C=5C=CC=CC5)C=6C=CC=CC6)([P](C=7C=CC=CC7)(C=8C=CC=CC8)C=9C=CC=CC9)[P](C=1C=CC=CC1)(C=1C=CC=CC1)C=1C=CC=CC1 (tetrakis(triphenylphosphine)palladium(0)). Run in O1CCOCC1 (dioxane), O (water). Reaction conditions: temperature 100 celsius. Product: C(C)(C)(C)O[C@H](C(=O)OCC)C1=C(C2=C(N=C(S2)C2=CC=C3C(=N2)N(C=C3C)C)C=C1C)C1=CC=C(C=C1)Cl ((S)-ethyl 2-tert-butoxy-2-(7-(4-chlorophenyl)-2-(1,3-dimethyl-1H-pyrrolo[2,3-b]pyridin-6-yl)-5-methylbenzo[d]thiazol-6-yl)acetate). Reaction SMILES: Br[C:2]1[N:7]=[C:6]2[N:8]([CH3:12])[CH:9]=[C:10]([CH3:11])[C:5]2=[CH:4][CH:3]=1.B1(B2OC(C)(C)C(C)(C)O2)OC(C)(C)C(C)(C)O1.ClCCl.C([O-])(=O)C.[K+].Br[C:40]1[S:41][C:42]2[C:48]([C:49]3[CH:54]=[CH:53][C:52]([Cl:55])=[CH:51][CH:50]=3)=[C:47]([C@H:56]([O:62][C:63]([CH3:66])([CH3:65])[CH3:64])[C:57]([O:59][CH2:60][CH3:61])=[O:58])[C:46]([CH3:67])=[CH:45][C:43]=2[N:44]=1.C([O-])([O-])=O.[K+].[K+]>O1CCOCC1.C1C=CC([P]([Pd]([P](C2C=CC=CC=2)(C2C=CC=CC=2)C2C=CC=CC=2)([P](C2C=CC=CC=2)(C2C=CC=CC=2)C2C=CC=CC=2)[P](C2C=CC=CC=2)(C2C=CC=CC=2)C2C=CC=CC=2)(C2C=CC=CC=2)C2C=CC=CC=2)=CC=1.O>[C:63]([O:62][C@@H:56]([C:47]1[C:46]([CH3:67])=[CH:45][C:43]2[N:44]=[C:40]([C:2]3[N:7]=[C:6]4[N:8]([CH3:12])[CH:9]=[C:10]([CH3:11])[C:5]4=[CH:4][CH:3]=3)[S:41][C:42]=2[C:48]=1[C:49]1[CH:50]=[CH:51][C:52]([Cl:55])=[CH:53][CH:54]=1)[C:57]([O:59][CH2:60][CH3:61])=[O:58])([CH3:64])([CH3:65])[CH3:66] |f:3.4,6.7.8,^1:83,85,104,123|. Procedure details: To a solution of 6-bromo-1,3-dimethyl-1H-pyrrolo[2,3-b]pyridine (30 mg, 0.133 mmol) in dioxane (1.4 mL) was added bis(pinacolato)diboron (41 mg, 0.16 mmol), [1,1′-Bis(diphenylphosphino)ferrocene]dichloropalladium(II) complex with dichloromethane (11 mg, 0.013 mmol), potassium acetate (39 mg, 0.4 mmol). The mixture was degassed and heated at 100° C. for 2 h. The mixture was cooled, and then added (S)-ethyl 2-(2-bromo-7-(4-chlorophenyl)-5-methylbenzo[d]thiazol-6-yl)-2-tert-butoxyacetate (33 mg, 0.... Reactants: tris(dibenzylidene)acetone dipalladium(0), ( 45 ), CC(C)([O-])C.[Na+] (sodium tert-butoxide), COC=1C=C2CCCC(C2=C(C1)OC)=O (6,8-dimethoxy-3,4-dihydro-2H-naphthalen-1-one), BrC1=CC=C(C=C1)OC (4-bromoanisole). The reagents and catalysts are C1(=CC=CC=C1)P(C1=C(C2=CC=CC=C2C=C1)C1=C(C=CC2=CC=CC=C12)P(C1=CC=CC=C1)C1=CC=CC=C1)C1=CC=CC=C1 ((±)-2,2′-bis(diphenylphosphino)-1,1′-binaphthyl). Solvent: O1CCCC1 (tetrahydrofuran). Conditions: temperature 75 celsius, time 1.5 hour. Yields the product COC=1C=C2CCC(C(C2=C(C1)OC)=O)C1=CC=C(C=C1)OC (6,8-Dimethoxy-2-(4-methoxyphenyl)-3,4-dihydro-2H-naphthalen-1-one). Isolated yield 78.8%. Reaction SMILES: [CH3:1][O:2][C:3]1[CH:4]=[C:5]2[C:10](=[C:11]([O:13][CH3:14])[CH:12]=1)[C:9](=[O:15])[CH2:8][CH2:7][CH2:6]2.Br[C:17]1[CH:22]=[CH:21][C:20]([O:23][CH3:24])=[CH:19][CH:18]=1.CC(C)([O-])C.[Na+]>O1CCCC1.C1(P(C2C=CC=CC=2)C2C=CC3C(=CC=CC=3)C=2C2C3C(=CC=CC=3)C=CC=2P(C2C=CC=CC=2)C2C=CC=CC=2)C=CC=CC=1>[CH3:1][O:2][C:3]1[CH:4]=[C:5]2[C:10](=[C:11]([O:13][CH3:14])[CH:12]=1)[C:9](=[O:15])[CH:8]([C:17]1[CH:22]=[CH:21][C:20]([O:23][CH3:24])=[CH:19][CH:18]=1)[CH2:7][CH2:6]2 |f:2.3|. Reported procedure: The title compound was synthesized by referring to J. Am. Chem. Soc., 1997, 119 (45), 11108. To a solution of 6,8-dimethoxy-3,4-dihydro-2H-naphthalen-1-one (11.9 g) in tetrahydrofuran (200 ml) were sequentially added 4-bromoanisole (16.2 g), sodium tert-butoxide (11.1 g), (±)-2,2′-bis(diphenylphosphino)-1,1′-binaphthyl (1.3 g) and tris(dibenzylidene)acetone dipalladium(0) (792 mg), and the solution was stirred for 1.5 hours at 75° C. under a nitrogen atmosphere. The solution was extracted with e...